This data is from the Open Reaction Database (ORD), a public repository of structured organic reaction records. The task is: describe an organic reaction: reactants, conditions, products, and yield Reactants: S1C(=NC2=C1C=CC=C2)N(C(=O)C=2C=CC=C1CCN(CC21)C=2SC(=C(N2)C(=O)OC)I)COCC[Si](C)(C)C (methyl 2-(8-(benzo[d]thiazol-2-yl((2-(trimethylsilyl)ethoxy)methyl)carbamoyl)-3,4-dihydroisoquinolin-2(1H)-yl)-5-iodothiazole-4-carboxylate), C(#C)C=1C=C2C=CC(=CC2=CC1)OCCCN1CCOCC1 (4-(3-(6-ethynylnaphthalen-2-yloxy)propyl)morpholine), TEA. The reagents and catalysts are Cl[Pd]([P](C1=CC=CC=C1)(C2=CC=CC=C2)C3=CC=CC=C3)([P](C4=CC=CC=C4)(C5=CC=CC=C5)C6=CC=CC=C6)Cl ((PPh3)2PdCl2), [Cu]I (copper (I) iodide). Run in CN(C)C=O (DMF). Reaction conditions: temperature 120 celsius. Product: S1C(=NC2=C1C=CC=C2)N(C(=O)C=2C=CC=C1CCN(CC21)C=2SC(=C(N2)C(=O)OC)C#CC2=CC1=CC=C(C=C1C=C2)OCCCN2CCOCC2)COCC[Si](C)(C)C (methyl 2-(8-(benzo[d]thiazol-2-yl((2-(trimethylsilyl)ethoxy)methyl)carbamoyl)-3,4-dihydroisoquinolin-2(1H)-yl)-5-((6-(3-morpholinopropoxy)naphthalen-2-yl)ethynyl)thiazole-4-carboxylate). As a reaction SMILES: [S:1]1[C:5]2[CH:6]=[CH:7][CH:8]=[CH:9][C:4]=2[N:3]=[C:2]1[N:10]([CH2:33][O:34][CH2:35][CH2:36][Si:37]([CH3:40])([CH3:39])[CH3:38])[C:11]([C:13]1[CH:14]=[CH:15][CH:16]=[C:17]2[C:22]=1[CH2:21][N:20]([C:23]1[S:24][C:25](I)=[C:26]([C:28]([O:30][CH3:31])=[O:29])[N:27]=1)[CH2:19][CH2:18]2)=[O:12].[C:41]([C:43]1[CH:44]=[C:45]2[C:50](=[CH:51][CH:52]=1)[CH:49]=[C:48]([O:53][CH2:54][CH2:55][CH2:56][N:57]1[CH2:62][CH2:61][O:60][CH2:59][CH2:58]1)[CH:47]=[CH:46]2)#[CH:42]>CN(C=O)C.Cl[Pd](Cl)([P](C1C=CC=CC=1)(C1C=CC=CC=1)C1C=CC=CC=1)[P](C1C=CC=CC=1)(C1C=CC=CC=1)C1C=CC=CC=1.[Cu]I>[S:1]1[C:5]2[CH:6]=[CH:7][CH:8]=[CH:9][C:4]=2[N:3]=[C:2]1[N:10]([CH2:33][O:34][CH2:35][CH2:36][Si:37]([CH3:40])([CH3:39])[CH3:38])[C:11]([C:13]1[CH:14]=[CH:15][CH:16]=[C:17]2[C:22]=1[CH2:21][N:20]([C:23]1[S:24][C:25]([C:42]#[C:41][C:43]3[CH:52]=[CH:51][C:50]4[C:45](=[CH:46][CH:47]=[C:48]([O:53][CH2:54][CH2:55][CH2:56][N:57]5[CH2:58][CH2:59][O:60][CH2:61][CH2:62]5)[CH:49]=4)[CH:44]=3)=[C:26]([C:28]([O:30][CH3:31])=[O:29])[N:27]=1)[CH2:19][CH2:18]2)=[O:12] |^1:70,89|. Procedure details: To a mixture of compound 47D (200 mg, 0.283 mmol), compound 110C, (PPh3)2PdCl2 (49.7 mg, 0.071 mmol), TEA (0.394 ml, 2.83 mmol) in DMF (5 ml) was added copper (I) iodide (5.40 mg, 0.028 mmol). The resulting mixture was heated at 120° C. in oil bath for 5 h. The reaction mixture was concentrated and purified by RP HPLC, eluting with 10-95% acetonitrile in 0.1% TFA water over 70 min to provide compound 110D: LCMS (APCI) 875 (M+H). The reactants are CC(=O)OC(C)C, CCOP(=O)(CC#N)OCC, CC(C)(C)[O-], O=C1CCC(c2cc(F)ccc2F)(S(=O)(=O)c2ccc(Cl)cc2)CC1, [K+], C1CCOC1, O. Product: N#CC=C1CCC(c2cc(F)ccc2F)(S(=O)(=O)c2ccc(Cl)cc2)CC1. RXN SMILES: [C:43]([O:44][CH:45]([CH3:46])[CH3:47])(=[O:48])[CH3:49].[C:7](#[N:8])[CH2:9][P:10](=[O:11])([O:12][CH2:13][CH3:14])[O:15][CH2:16][CH3:17].[CH3:1][C:2]([CH3:3])([O-:4])[CH3:5].[Cl:18][c:19]1[cH:20][cH:21][c:22]([S:25](=[O:26])(=[O:27])[C:28]2([c:35]3[c:36]([F:42])[cH:37][cH:38][c:39]([F:41])[cH:40]3)[CH2:29][CH2:30][C:31](=[O:34])[CH2:32][CH2:33]2)[cH:23][cH:24]1.[K+:6].[O:50]1[CH2:51][CH2:52][CH2:53][CH2:54]1.[OH2:55]>>[C:7](#[N:8])[CH:9]=[C:31]1[CH2:30][CH2:29][C:28]([S:25]([c:22]2[cH:21][cH:20][c:19]([Cl:18])[cH:24][cH:23]2)(=[O:26])=[O:27])([c:35]2[c:36]([F:42])[cH:37][cH:38][c:39]([F:41])[cH:40]2)[CH2:33][CH2:32]1. Starting materials: N1C(=NC2=C1C=CC=C2)C(=O)C2=CC=C(OC1=NC=CC=C1C1=CCN(CC1)C(C)=O)C=C2 (1-(4-(2-(4-(1H-benzo[d]imidazole-2-carbonyl)phenoxy)pyridin-3-yl)-5,6-dihydropyridin-1(2H)-yl)ethanone), C(C)(=O)O (acetic acid). Reagents/catalysts: [Pd] (palladium on carbon). The solvent is O1CCCC1 (tetrahydrofuran). Conditions: time 16 hour. The product is N1C(=NC2=C1C=CC=C2)C(C2=CC=C(OC1=NC=CC=C1C1CCN(CC1)C(C)=O)C=C2)O (1-(4-(2-(4-((1H-benzo[d]imidazol-2-yl)(hydroxy)methyl)phenoxy)pyridin-3-yl)piperidin-1-yl)ethanone). Reaction SMILES: [NH:1]1[C:5]2[CH:6]=[CH:7][CH:8]=[CH:9][C:4]=2[N:3]=[C:2]1[C:10]([C:12]1[CH:33]=[CH:32][C:15]([O:16][C:17]2[C:22]([C:23]3[CH2:28][CH2:27][N:26]([C:29](=[O:31])[CH3:30])[CH2:25][CH:24]=3)=[CH:21][CH:20]=[CH:19][N:18]=2)=[CH:14][CH:13]=1)=[O:11].C(O)(=O)C>[Pd].O1CCCC1>[NH:1]1[C:5]2[CH:6]=[CH:7][CH:8]=[CH:9][C:4]=2[N:3]=[C:2]1[CH:10]([OH:11])[C:12]1[CH:13]=[CH:14][C:15]([O:16][C:17]2[C:22]([CH:23]3[CH2:28][CH2:27][N:26]([C:29](=[O:31])[CH3:30])[CH2:25][CH2:24]3)=[CH:21][CH:20]=[CH:19][N:18]=2)=[CH:32][CH:33]=1. Procedure: 1-(4-(2-(4-(1H-benzo[d]imidazole-2-carbonyl)phenoxy)pyridin-3-yl)-5,6-dihydropyridin-1(2H)-yl)ethanone (0.42 g, 0.96 mmol), acetic acid, glacial (0.11 mL, 1.92 mmol) and palladium on carbon, 10% (0.20 g, 0.19 mmol) were suspended in tetrahydrofuran (10 mL) in a pressure reactor. The mixture was hydrogenated at 50 psi for 16 h. The catalyst was filtered off and washed with THF. To the solution was added palladium on carbon, 10% (0.204 g, 0.192 mmol) and acetic acid, glacial (0.111 mL, 1.916 mmol)... The reactants are C(CCC)C=1N(C(=CN1)/C=C(/C(=O)O)\CC=1SC=CC1)CC1=C(C=CC=C1)[N+](=O)[O-] ((E)-3-[2-n-Butyl-1-{(2-nitrophenyl)methyl}-1H-imidazol-5-yl]-2-(2-thienyl)methyl-2-propenoic acid), S(=O)(Cl)Cl (thionyl chloride), [OH-].[NH4+] (ammonium hydroxide). Product: C(CCC)C=1N(C(=CN1)/C=C(/C(=O)N)\CC=1SC=CC1)CC1=C(C=CC=C1)[N+](=O)[O-] ((E)-3-[2-n-Butyl-1-{(2-nitrophenyl)methyl}-1H-imidazol-5-yl]-2-(2-thienyl)methyl-2-propenamide). Reaction SMILES: [CH2:1]([C:5]1[N:6]([CH2:21][C:22]2[CH:27]=[CH:26][CH:25]=[CH:24][C:23]=2[N+:28]([O-:30])=[O:29])[C:7](/[CH:10]=[C:11](\[CH2:15][C:16]2[S:17][CH:18]=[CH:19][CH:20]=2)/[C:12]([OH:14])=O)=[CH:8][N:9]=1)[CH2:2][CH2:3][CH3:4].S(Cl)(Cl)=O.[OH-].[NH4+:36]>>[CH2:1]([C:5]1[N:6]([CH2:21][C:22]2[CH:27]=[CH:26][CH:25]=[CH:24][C:23]=2[N+:28]([O-:30])=[O:29])[C:7](/[CH:10]=[C:11](\[CH2:15][C:16]2[S:17][CH:18]=[CH:19][CH:20]=2)/[C:12]([NH2:36])=[O:14])=[CH:8][N:9]=1)[CH2:2][CH2:3][CH3:4] |f:2.3|. Procedure details: (E)-3-[2-n-Butyl-1-{(2-nitrophenyl)methyl}-1H-imidazol-5-yl]-2-(2-thienyl)methyl-2-propenoic acid, prepared in Example 55, was treated with thionyl chloride and then ammonium hydroxide, as described in Example 54, to give the title compound; mp 183°-185° C.